From a dataset of the Open Reaction Database (ORD), a public repository of structured organic reaction records. describe an organic reaction: reactants, conditions, products, and yield Starting materials: CC#N, FC1(c2ccc(C3=NOC(c4cc(Cl)c(Cl)c(Cl)c4)(C(F)(F)F)C3)cc2Br)CN(C(c2ccccc2)c2ccccc2)C1, CC(Cl)OC(=O)Cl, ClCCl. Yields the product FC1(c2ccc(C3=NOC(c4cc(Cl)c(Cl)c(Cl)c4)(C(F)(F)F)C3)cc2Br)CNC1. RXN SMILES: [CH3:51][C:52]#[N:53].[CH:1]([c:2]1[cH:3][cH:4][cH:5][cH:6][cH:7]1)([c:8]1[cH:9][cH:10][cH:11][cH:12][cH:13]1)[N:14]1[CH2:15][C:16]([F:18])([c:19]2[c:20]([Br:43])[cH:21][c:22]([C:25]3=[N:26][O:27][C:28]([C:30]([F:31])([F:32])[F:33])([c:34]4[cH:35][c:36]([Cl:42])[c:37]([Cl:41])[c:38]([Cl:40])[cH:39]4)[CH2:29]3)[cH:23][cH:24]2)[CH2:17]1.[Cl:44][C:45]([O:46][CH:47]([Cl:48])[CH3:49])=[O:50].[Cl:54][CH2:55][Cl:56]>>[NH:14]1[CH2:15][C:16]([F:18])([c:19]2[c:20]([Br:43])[cH:21][c:22]([C:25]3=[N:26][O:27][C:28]([C:30]([F:31])([F:32])[F:33])([c:34]4[cH:35][c:36]([Cl:42])[c:37]([Cl:41])[c:38]([Cl:40])[cH:39]4)[CH2:29]3)[cH:23][cH:24]2)[CH2:17]1. Yields the product Ic1ccc(OC2CN3CCC2CC3)cc1. Reactants: O=C([O-])[O-], Cc1ccccc1, ClC(Cl)Cl, [Cs+], [Cs+], Ic1ccc(I)cc1, OC1CN2CCC1CC2, c1cnc2c(c1)ccc1cccnc12. RXN SMILES: [C:32](=[O:33])([O-:34])[O-:35].[CH3:38][c:39]1[cH:40][cH:41][cH:42][cH:43][cH:44]1.[CH:45]([Cl:46])([Cl:47])[Cl:48].[Cs+:36].[Cs+:37].[I:10][c:11]1[cH:12][cH:13][c:14]([I:17])[cH:15][cH:16]1.[OH:1][CH:2]1[CH2:3][N:4]2[CH2:5][CH2:6][CH:7]1[CH2:8][CH2:9]2.[cH:18]1[cH:19][c:20]2[cH:21][cH:22][c:23]3[c:24]([c:25]2[n:26][cH:27]1)[n:28][cH:29][cH:30][cH:31]3>>[O:1]([CH:2]1[CH2:3][N:4]2[CH2:5][CH2:6][CH:7]1[CH2:8][CH2:9]2)[c:14]1[cH:13][cH:12][c:11]([I:10])[cH:16][cH:15]1. The reactants are CC=1C=C(C=C(C1)NC(=O)CC=2C=CC(=CC2)OC(C)(C)C(=O)O)C (RSR13), CN1CCOCC1 (N-methylmorpholine), Cl.CN(CCCN=C=NCC)C (1-(3-dimethylaminopropyl)-3-ethylcarbodiimide hydrochloride), Cl.COC([C@@H](N)CC1=CNC2=CC=CC=C12)=O (tryptophan methyl ester hydrochloride), O.ON1N=NC2=C1C=CC=C2 (1-hydroxybenzotriazole hydrate). Solvent: CN(C=O)C (dimethylformamide). The product is CC=1C=C(C=C(C1)C)NC(=O)CC1=CC=C(OC(C(=O)NC(C(=O)O)CC2=CNC3=CC=CC=C23)(C)C)C=C1 (2-(2-{4-[(3,5-Dimethyl-phenylcarbamoyl)-methyl]-phenoxy}-2-methyl-propionylamino)-3-(1H-indol-3-yl)-propionic acid). As a reaction SMILES: [CH3:1][C:2]1[CH:3]=[C:4]([CH3:25])[CH:5]=[C:6]([NH:8][C:9]([CH2:11][C:12]2[CH:13]=[CH:14][C:15]([O:18][C:19]([C:22](O)=[O:23])([CH3:21])[CH3:20])=[CH:16][CH:17]=2)=[O:10])[CH:7]=1.Cl.C[O:28][C:29](=[O:42])[C@H:30]([CH2:32][C:33]1[C:41]2[C:36](=[CH:37][CH:38]=[CH:39][CH:40]=2)[NH:35][CH:34]=1)[NH2:31].O.ON1C2C=CC=CC=2N=N1.CN1CCOCC1.Cl.CN(C)CCCN=C=NCC>CN(C)C=O>[CH3:25][C:4]1[CH:5]=[C:6]([NH:8][C:9]([CH2:11][C:12]2[CH:17]=[CH:16][C:15]([O:18][C:19]([CH3:20])([CH3:21])[C:22]([NH:31][CH:30]([CH2:32][C:33]3[C:41]4[C:36](=[CH:37][CH:38]=[CH:39][CH:40]=4)[NH:35][CH:34]=3)[C:29]([OH:28])=[O:42])=[O:23])=[CH:14][CH:13]=2)=[O:10])[CH:7]=[C:2]([CH3:1])[CH:3]=1 |f:1.2,3.4,6.7|. Reported procedure: Using RSR13 acid (1.5 g, 4.4 mmol), tryptophan methyl ester hydrochloride (1.12 mg, 4.4 mmol) and 1-hydroxybenzotriazole hydrate (653 mg, 4.8 mmol), N-methylmorpholine (666 mg, 7.5 mmol) and 1-(3-dimethylaminopropyl)-3-ethylcarbodiimide hydrochloride (1.01 g, 6.0 mmol) in dimethylformamide (30 mL), the product was prepared in 2.3 g yield (96%) The reactants are Cl.FC(C1=C(C(C2=CC=C(C=C2)OC(F)F)OC2CNC2)C=CC=C1)(F)F (3-[2-(trifluoromethyl)-4′-(difluoromethoxy)benzhydryloxy]azetidine hydrochloride), C([O-])([O-])=O (carbonate), C(C)(CC)N=C=O (sec-butyl isocyanate). The solvent is C(Cl)Cl (DCM), C(Cl)Cl (DCM). Run at time 2 hour. Yields the product FC(C1=C(C(C2=CC=C(C=C2)OC(F)F)OC2CN(C2)C(=O)NC(C)CC)C=CC=C1)(F)F (3-[2-(trifluoromethyl)-4′-(difluoromethoxy)benzhydryloxy]-N-(sec-butyl)azetidine-1-carboxamide). Isolated yield 71.4%. As a reaction SMILES: Cl.[F:2][C:3]([F:27])([F:26])[C:4]1[CH:25]=[CH:24][CH:23]=[CH:22][C:5]=1[CH:6]([O:17][CH:18]1[CH2:21][NH:20][CH2:19]1)[C:7]1[CH:12]=[CH:11][C:10]([O:13][CH:14]([F:16])[F:15])=[CH:9][CH:8]=1.C(=O)([O-])[O-].[CH:32]([N:36]=[C:37]=[O:38])([CH2:34][CH3:35])[CH3:33]>C(Cl)Cl>[F:27][C:3]([F:2])([F:26])[C:4]1[CH:25]=[CH:24][CH:23]=[CH:22][C:5]=1[CH:6]([O:17][CH:18]1[CH2:21][N:20]([C:37]([NH:36][CH:32]([CH2:34][CH3:35])[CH3:33])=[O:38])[CH2:19]1)[C:7]1[CH:12]=[CH:11][C:10]([O:13][CH:14]([F:15])[F:16])=[CH:9][CH:8]=1 |f:0.1|. Reported procedure: To a solution of 3-[2-(trifluoromethyl)-4′-(difluoromethoxy)benzhydryloxy]azetidine hydrochloride (175) (100 mg, 0.24 mmol) in anhydrous DCM (4 mL) was added MP-carbonate (2.62 mmol/g; 280 mg, 0.72 mmol), molecular sieves and sec-butyl isocyanate (29 μL, 0.24 mmol). After shaking at ambient temperature for 2 h, the mixture was poured onto a DCM-wet SCX-2 cartridge (2 g). Elution with DCM (20 mL) and evaporation afforded the desired product (81 mg, 70%). The reactants are [N+](=O)([O-])C=1C=C(C=CC1[N+](=O)[O-])NC(C1=CC=C(C=C1)N(C)C)=O (N-(3,4-dinitrophenyl)-4-dimethylaminobenzamide), OCCOC=1C=C(C=O)C=CC1 (3-(2-hydroxyethyloxy)benzaldehyde). The product is CN(C1=CC=C(C(=O)NC2=CC3=C(NC(=N3)C3=CC(=CC=C3)OCCO)C=C2)C=C1)C (4-(dimethylamino)-N-(2-(3-(2-hydroxyethoxy)phenyl)-1H-benzo[d]imidazol-5-yl)benzamide). As a reaction SMILES: [N+:1]([C:4]1[CH:5]=[C:6]([NH:13][C:14](=[O:24])[C:15]2[CH:20]=[CH:19][C:18]([N:21]([CH3:23])[CH3:22])=[CH:17][CH:16]=2)[CH:7]=[CH:8][C:9]=1[N+:10]([O-])=O)([O-])=O.[OH:25][CH2:26][CH2:27][O:28][C:29]1[CH:30]=[C:31]([CH:34]=[CH:35][CH:36]=1)[CH:32]=O>>[CH3:22][N:21]([CH3:23])[C:18]1[CH:19]=[CH:20][C:15]([C:14]([NH:13][C:6]2[CH:7]=[CH:8][C:9]3[NH:10][C:32]([C:31]4[CH:34]=[CH:35][CH:36]=[C:29]([O:28][CH2:27][CH2:26][OH:25])[CH:30]=4)=[N:1][C:4]=3[CH:5]=2)=[O:24])=[CH:16][CH:17]=1. Reported procedure: Compound 219 was prepared according to the procedure similar to that described in Scheme III from N-(3,4-dinitrophenyl)-4-dimethylaminobenzamide and 3-(2-hydroxyethyloxy)benzaldehyde. [M+H]+ calcd for C24H24N4O3: 417.19; found: 416.94. Starting materials: CC1(OCC2N1C(C(C2)(C)C)=O)C (3,3,6,6-tetramethyl-tetrahydro-pyrrolo[1,2-c]oxazol-5-one), C1(=CC=C(C=C1)S(=O)(=O)O)C (p-toluenesulfonic acid). Run in CO (methanol). Yields the product OC[C@@H]1CC(C(N1)=O)(C)C ((S)-5-hydroxymethyl-3,3-dimethyl-pyrrolidin-2-one). RXN SMILES: CC1(C)[N:6]2[C:7](=[O:12])[C:8]([CH3:11])([CH3:10])[CH2:9][CH:5]2[CH2:4][O:3]1.C1(C)C=CC(S(O)(=O)=O)=CC=1>CO>[OH:3][CH2:4][C@H:5]1[NH:6][C:7](=[O:12])[C:8]([CH3:11])([CH3:10])[CH2:9]1. Reported procedure: A mixture of 27.15 g I.46 (3,3,6,6-tetramethyl-tetrahydro-pyrrolo[1,2-c]oxazol-5-one) and 0.282 g p-toluenesulfonic acid in 500 ml methanol was stirred at reflux overnight. The mixture was concentrated. Additional 500 ml methanol and 2.8 g p-toluenesulfonic acid were added and the mixture was stirred 4 h at reflux. The mixture was diluted with water and treated with sodium carbonate to obtain a basic pH. The organic layer was separated, dried with magnesium sulfate and concentrated to give 1 g (...